Dataset: the Open Reaction Database (ORD), a public repository of structured organic reaction records. Task: describe an organic reaction: reactants, conditions, products, and yield Starting materials: Cc1cc(C)c(CNC(=O)c2cc(C3=CCN(C(=O)C4CN(C)C4)CC3)nc3c2cnn3C(C)C)c(=O)[nH]1, CCO. The product is Cc1cc(C)c(CNC(=O)c2cc(C3CCN(C(=O)C4CN(C)C4)CC3)nc3c2cnn3C(C)C)c(=O)[nH]1. Reaction SMILES: [CH3:1][c:2]1[c:3]([CH2:10][NH:11][C:12](=[O:13])[c:14]2[c:15]3[c:16]([n:17][c:18]([C:20]4=[CH:25][CH2:24][N:23]([C:26](=[O:27])[CH:28]5[CH2:29][N:30]([CH3:32])[CH2:31]5)[CH2:22][CH2:21]4)[cH:19]2)[n:33]([CH:36]([CH3:37])[CH3:38])[n:34][cH:35]3)[c:4](=[O:9])[nH:5][c:6]([CH3:8])[cH:7]1.[CH3:39][CH2:40][OH:41]>>[CH3:1][c:2]1[c:3]([CH2:10][NH:11][C:12](=[O:13])[c:14]2[c:15]3[c:16]([n:17][c:18]([CH:20]4[CH2:21][CH2:22][N:23]([C:26](=[O:27])[CH:28]5[CH2:29][N:30]([CH3:32])[CH2:31]5)[CH2:24][CH2:25]4)[cH:19]2)[n:33]([CH:36]([CH3:37])[CH3:38])[n:34][cH:35]3)[c:4](=[O:9])[nH:5][c:6]([CH3:8])[cH:7]1. Starting materials: [BH4-], CCOC(=O)C(CCc1ccccc1)n1cnc(C(N)=O)c1, CO, [Na+], O. Yields the product NC(=O)c1cn(C(CO)CCc2ccccc2)cn1. As a reaction SMILES: [BH4-:1].[C:3]([NH2:4])(=[O:5])[c:6]1[n:7][cH:8][n:9]([CH:11]([C:12](=[O:13])[O:14][CH2:15][CH3:16])[CH2:17][CH2:18][c:19]2[cH:20][cH:21][cH:22][cH:23][cH:24]2)[cH:10]1.[CH3:26][OH:27].[Na+:2].[OH2:25]>>[C:3]([NH2:4])(=[O:5])[c:6]1[n:7][cH:8][n:9]([CH:11]([CH2:12][OH:13])[CH2:17][CH2:18][c:19]2[cH:20][cH:21][cH:22][cH:23][cH:24]2)[cH:10]1. The reactants are NaIO4, O (H2O), O=S1(C(N(C(C1(C)C)=O)CCCCN1CCN(CC1)C1=CC=C(C=C1)F)C)=O (1,1-dioxo-3-(4-(1-(4-fluorophenyl)-piperazin-4-yl)butyl)-2,5,5-trimethyl-4-thiazolidinone). Run in C1CCOC1 (THF). Yields the product FC1=CC=C(C=C1)N1CCN(CC1)CCCCN1CS(CC1=O)=O (3-[4-[1-(4-Fluorophenyl)-4-piperazinyl]butyl]-1,4-dioxothiazolidine). Isolated yield 52.5%. Reaction SMILES: O.[O:2]=[S:3]1(=O)[C:7](C)(C)[C:6](=[O:10])[N:5]([CH2:11][CH2:12][CH2:13][CH2:14][N:15]2[CH2:20][CH2:19][N:18]([C:21]3[CH:26]=[CH:25][C:24]([F:27])=[CH:23][CH:22]=3)[CH2:17][CH2:16]2)[CH:4]1C>C1COCC1>[F:27][C:24]1[CH:23]=[CH:22][C:21]([N:18]2[CH2:19][CH2:20][N:15]([CH2:14][CH2:13][CH2:12][CH2:11][N:5]3[C:6](=[O:10])[CH2:7][S:3](=[O:2])[CH2:4]3)[CH2:16][CH2:17]2)=[CH:26][CH:25]=1. Reported procedure: A second run using NaIO4 (1.41 g), H2O (13 ml), 1 (2.02 g) and THF (20 ml) was conducted in a similar manner yielding 0.910 g of product. Reported procedure: As above, 30 g of a 40% b.w. solution of tetrabutylammonium hydroxide (46.0 mmole base) in methanol was mixed with 45 g DMC. After decantation of some precipitate, a clear solution of 0.68 meq methylcarbonate per g solution was obtained. Yields the product COC([O-])=O.C(CCC)[N+](CCCC)(CCCC)CCCC (tetrabutylammonium methylcarbonate). Reactants: [OH-].C(CCC)[N+](CCCC)(CCCC)CCCC (tetrabutylammonium hydroxide), COC([O-])=O (methylcarbonate). Solvent: CO (methanol). Reaction SMILES: [OH-].[CH2:2]([N+:6]([CH2:15][CH2:16][CH2:17][CH3:18])([CH2:11][CH2:12][CH2:13][CH3:14])[CH2:7][CH2:8][CH2:9][CH3:10])[CH2:3][CH2:4][CH3:5].[CH3:19][O:20][C:21](=[O:23])[O-:22]>CO>[CH3:19][O:20][C:21](=[O:22])[O-:23].[CH2:15]([N+:6]([CH2:2][CH2:3][CH2:4][CH3:5])([CH2:7][CH2:8][CH2:9][CH3:10])[CH2:11][CH2:12][CH2:13][CH3:14])[CH2:16][CH2:17][CH3:18] |f:0.1,4.5|. Yields the product CC(C)(C)OC(=O)Nc1cn(-c2ccccc2)nc1NC(=O)c1ccc(CNC(=O)OCc2cccnc2)cc1. Reaction SMILES: [CH2:42]([N:43]([CH:44]([CH3:45])[CH3:46])[CH2:47][CH3:48])[CH3:49].[CH2:50]([Cl:51])[Cl:52].[NH2:22][c:23]1[n:24][n:25](-[c:36]2[cH:37][cH:38][cH:39][cH:40][cH:41]2)[cH:26][c:27]1[NH:28][C:29]([O:30][C:31]([CH3:32])([CH3:33])[CH3:34])=[O:35].[n:1]1[cH:2][c:3]([CH2:7][O:8][C:9](=[O:10])[NH:11][CH2:12][c:13]2[cH:14][cH:15][c:16]([C:17](=[O:18])[OH:19])[cH:20][cH:21]2)[cH:4][cH:5][cH:6]1>>[n:1]1[cH:2][c:3]([CH2:7][O:8][C:9](=[O:10])[NH:11][CH2:12][c:13]2[cH:14][cH:15][c:16]([C:17](=[O:19])[NH:22][c:23]3[n:24][n:25](-[c:36]4[cH:37][cH:38][cH:39][cH:40][cH:41]4)[cH:26][c:27]3[NH:28][C:29]([O:30][C:31]([CH3:32])([CH3:33])[CH3:34])=[O:35])[cH:20][cH:21]2)[cH:4][cH:5][cH:6]1. Starting materials: CCN(CC)C(C)C, ClCCl, CC(C)(C)OC(=O)Nc1cn(-c2ccccc2)nc1N, O=C(NCc1ccc(C(=O)O)cc1)OCc1cccnc1. Reactants: C1(O)=CC(O)=CC=C1 (resorcinol), C/C(/C(=O)O)=C\C (methyl crotonic acid). The product is O1C=CC(C2=C1C=CC=C2)=O (benzopyran-4-one). Reaction SMILES: [C:1]1([CH:8]=[CH:7][CH:6]=[C:4]([OH:5])[CH:3]=1)O.[CH3:9]/[C:10](=C\C)/[C:11](O)=[O:12]>>[O:5]1[C:4]2[CH:3]=[CH:1][CH:8]=[CH:7][C:6]=2[C:11](=[O:12])[CH:10]=[CH:9]1. Procedure: Alternatively, the resorcinol can be reacted with methyl crotonic acid according to the method of Fahrenholtz [J. Am. Chem. Soc. 89 5934 (1967)] to give the benzopyran-4-one which in turn is reacted with a Grignard or other organometallic compound to give the desired benzopyran. The reactants are ClC=1C=C(C(=O)OO)C=CC1 (3-chloroperoxybenzoic acid), C(C)SC1=C(C=CC=C1)C=1N=C2N(C=C(C=C2)C(F)(F)F)C1 (2-(2-ethylsulfanylphenyl)-6-trifluoromethyl-imidazo[1,2-a]pyridine), S(=S)(=O)([O-])[O-].[Na+].[Na+] (sodium thiosulfate). Run in C(Cl)(Cl)Cl (chloroform). Conditions: time 2 hour. Product: C(C)S(=O)(=O)C1=C(C=CC=C1)C=1N=C2N(C=C(C=C2)C(F)(F)F)C1 (2-(2-ethylsulfonylphenyl)-6-trifluoromethyl-imidazo[1,2-a]pyridine). As a reaction SMILES: Cl[C:2]1C=C(C=C[CH:11]=1)C(OO)=O.C(S[C:15]1[CH:20]=[CH:19][CH:18]=[CH:17][C:16]=1[C:21]1[N:22]=[C:23]2[CH:28]=[CH:27][C:26]([C:29]([F:32])([F:31])[F:30])=[CH:25][N:24]2[CH:33]=1)C.[S:34]([O-:38])([O-])(=[O:36])=S.[Na+].[Na+]>C(Cl)(Cl)Cl>[CH2:2]([S:34]([C:17]1[CH:18]=[CH:19][CH:20]=[CH:15][C:16]=1[C:21]1[N:22]=[C:23]2[CH:28]=[CH:27][C:26]([C:29]([F:31])([F:32])[F:30])=[CH:25][N:24]2[CH:33]=1)(=[O:38])=[O:36])[CH3:11] |f:2.3.4|. Reported procedure: 552 mg of 3-chloroperoxybenzoic acid (purity of 65% or more) was added to a mixture of 370 mg of 2-(2-ethylsulfanylphenyl)-6-trifluoromethyl-imidazo[1,2-a]pyridine and 5 ml of chloroform under ice cooling, and the mixture was stirred at room temperature for 2 hours. A 10% aqueous sodium thiosulfate solution was poured to the reaction mixture, and the mixture was extracted with chloroform. The organic layer was washed with a saturated aqueous sodium bicarbonate solution and dried over anhydrous m... Reactants: C(C1=CC=CC=C1)OC(N[C@@H]1C(N(CC1)[C@@H]1[C@@H](C[C@@H](CC1)NC(=O)OC(C)(C)C)CCC)=O)=O ({(3S)-1-[(1S,2R,4R)-4-tert-butoxycarbonylamino-2-propyl-cyclohexyl]-2-oxo-pyrrolidin-3-yl}-carbamic acid benzyl ester). The reagents and catalysts are [Pd] (Pd/C). The solvent is CO (MeOH). Conditions: time 12 hour. Yields the product C(C)(C)(C)OC(N[C@H]1C[C@H]([C@H](CC1)N1C([C@H](CC1)N)=O)CCC)=O ((1R,3R,4S)-{4-[(3S)-3-amino-2-oxo-pyrrolidin-1-yl]-3-propyl-cyclohexyl}-carbamic acid tert-butyl ester). As a reaction SMILES: C(OC(=O)[NH:10][C@H:11]1[CH2:15][CH2:14][N:13]([C@H:16]2[CH2:21][CH2:20][C@@H:19]([NH:22][C:23]([O:25][C:26]([CH3:29])([CH3:28])[CH3:27])=[O:24])[CH2:18][C@H:17]2[CH2:30][CH2:31][CH3:32])[C:12]1=[O:33])C1C=CC=CC=1>CO.[Pd]>[C:26]([O:25][C:23](=[O:24])[NH:22][C@@H:19]1[CH2:20][CH2:21][C@H:16]([N:13]2[CH2:14][CH2:15][C@H:11]([NH2:10])[C:12]2=[O:33])[C@H:17]([CH2:30][CH2:31][CH3:32])[CH2:18]1)([CH3:29])([CH3:28])[CH3:27]. Reported procedure: A solution of {(3S)-1-[(1S,2R,4R)-4-tert-butoxycarbonylamino-2-propyl-cyclohexyl]-2-oxo-pyrrolidin-3-yl}-carbamic acid benzyl ester (185 mg, 0.54 mmol) in MeOH (8 mL) was charged with 5% Pd/C, Degussa (180 mg). The reaction flask was evacuated and then back-filled with hydrogen; this was repeated three more times. The reaction was stirred under 1 atm of H2 for 12 h and then filtered and concentrated in vacuo to afford (1R,3R,4S)-{4-[(3S)-3-amino-2-oxo-pyrrolidin-1-yl]-3-propyl-cyclohexyl}-carbam... The reactants are CC#N, Nc1ccc(CCNc2ncnc3oc(-c4ccccc4)c(-c4ccccc4)c23)cc1, O=C=Nc1ccccc1. Yields the product O=C(Nc1ccccc1)Nc1ccc(CCNc2ncnc3oc(-c4ccccc4)c(-c4ccccc4)c23)cc1. RXN SMILES: [CH3:41][C:42]#[N:43].[NH2:1][c:2]1[cH:3][cH:4][c:5]([CH2:6][CH2:7][NH:8][c:9]2[c:10]3[c:11]([n:12][cH:13][n:14]2)[o:15][c:16](-[c:24]2[cH:25][cH:26][cH:27][cH:28][cH:29]2)[c:17]3-[c:18]2[cH:19][cH:20][cH:21][cH:22][cH:23]2)[cH:30][cH:31]1.[O:32]=[C:33]=[N:34][c:35]1[cH:36][cH:37][cH:38][cH:39][cH:40]1>>[NH:1]([c:2]1[cH:3][cH:4][c:5]([CH2:6][CH2:7][NH:8][c:9]2[c:10]3[c:11]([n:12][cH:13][n:14]2)[o:15][c:16](-[c:24]2[cH:25][cH:26][cH:27][cH:28][cH:29]2)[c:17]3-[c:18]2[cH:19][cH:20][cH:21][cH:22][cH:23]2)[cH:30][cH:31]1)[C:33](=[O:32])[NH:34][c:35]1[cH:36][cH:37][cH:38][cH:39][cH:40]1.